This data is from the Open Reaction Database (ORD), a public repository of structured organic reaction records. The task is: describe an organic reaction: reactants, conditions, products, and yield Reactants: CC1=C(C=CC=C1)NC=1OC2=C(N1)C=CC(=C2)CC(=O)N2[C@@H](C[C@@H](C2)OC2=CC1=CC=CC=C1C=C2)COC2=CC=C(C(=O)OC)C=C2 (methyl 4-((2S,4S)-1-(2-(2-methylphenylamino)-6-benzoxazolylacetyl)-4-(2-naphthyloxy)-2-pyrrolidinylmethoxy)benzoate), [OH-].[Na+] (NaOH). The solvent is C1CCOC1 (THF). Reaction conditions: time 15 hour. The product is CC1=C(C=CC=C1)NC=1OC2=C(N1)C=CC(=C2)CC(=O)N2[C@@H](C[C@@H](C2)OC2=CC1=CC=CC=C1C=C2)COC2=CC=C(C(=O)O)C=C2 (4-((2S,4S)-1-(2-(2-methylphenylamino)-6-benzoxazolylacetyl)-4-(2-naphthyloxy)-2-pyrrolidinylmethoxy)benzoic acid). As a reaction SMILES: [CH3:1][C:2]1[CH:7]=[CH:6][CH:5]=[CH:4][C:3]=1[NH:8][C:9]1[O:10][C:11]2[CH:17]=[C:16]([CH2:18][C:19]([N:21]3[CH2:25][C@@H:24]([O:26][C:27]4[CH:36]=[CH:35][C:34]5[C:29](=[CH:30][CH:31]=[CH:32][CH:33]=5)[CH:28]=4)[CH2:23][C@H:22]3[CH2:37][O:38][C:39]3[CH:48]=[CH:47][C:42]([C:43]([O:45]C)=[O:44])=[CH:41][CH:40]=3)=[O:20])[CH:15]=[CH:14][C:12]=2[N:13]=1.[OH-].[Na+]>C1COCC1>[CH3:1][C:2]1[CH:7]=[CH:6][CH:5]=[CH:4][C:3]=1[NH:8][C:9]1[O:10][C:11]2[CH:17]=[C:16]([CH2:18][C:19]([N:21]3[CH2:25][C@@H:24]([O:26][C:27]4[CH:36]=[CH:35][C:34]5[C:29](=[CH:30][CH:31]=[CH:32][CH:33]=5)[CH:28]=4)[CH2:23][C@H:22]3[CH2:37][O:38][C:39]3[CH:48]=[CH:47][C:42]([C:43]([OH:45])=[O:44])=[CH:41][CH:40]=3)=[O:20])[CH:15]=[CH:14][C:12]=2[N:13]=1 |f:1.2|. Procedure details: To a solution of methyl 4-((2S,4S)-1-(2-(2-methylphenylamino)-6-benzoxazolylacetyl)-4-(2-naphthyloxy)-2-pyrrolidinylmethoxy)benzoate (312 mg, 0.486 mmol) in THF (20 ml) was added 0.25N NaOH (20 ml). The resulting mixture was stirred at room temperature for 15 hours. The reaction mixture was then concentrated under reduced pressure. The residue was acidified with 1N HCl. The crystals thus precipitated were collected by filtration under reduced pressure, washed with water and dried under reduced p... Starting materials: C1CCOC1, CC(=O)c1cccc(OCc2ccccc2)c1, CC1(C)OC(=O)CC(=O)O1, [Cl-], [Cl-], [Cl-], [Cl-], ClCCl, [Ti+4], c1ccncc1. Yields the product CC(=C1C(=O)OC(C)(C)OC1=O)c1cccc(OCc2ccccc2)c1. RXN SMILES: [CH2:37]1[O:38][CH2:39][CH2:40][CH2:41]1.[CH2:4]([c:5]1[cH:6][cH:7][cH:8][cH:9][cH:10]1)[O:11][c:12]1[cH:13][c:14]([C:18]([CH3:19])=[O:20])[cH:15][cH:16][cH:17]1.[CH3:21][C:22]1([CH3:30])[O:23][C:24](=[O:29])[CH2:25][C:26](=[O:28])[O:27]1.[Cl-:42].[Cl-:43].[Cl-:44].[Cl-:45].[Cl:1][CH2:2][Cl:3].[Ti+4:46].[cH:31]1[cH:32][cH:33][n:34][cH:35][cH:36]1>>[CH2:4]([c:5]1[cH:6][cH:7][cH:8][cH:9][cH:10]1)[O:11][c:12]1[cH:13][c:14]([C:18]([CH3:19])=[C:25]2[C:24](=[O:29])[O:23][C:22]([CH3:21])([CH3:30])[O:27][C:26]2=[O:28])[cH:15][cH:16][cH:17]1.